This data is from the Open Reaction Database (ORD), a public repository of structured organic reaction records. The task is: describe an organic reaction: reactants, conditions, products, and yield Reactants: C(C)OCCC=1C=2N(C(=NC1C1=CC=CC=C1)N)N=CN2 (8-(2-ethoxyethyl)-7-phenyl-1,2,4-triazolo[2,3-c]pyrimidine-5-amine), B(Cl)(Cl)Cl (boron trichloride), ClCCl (dichloromethane). Run in O (water). Reaction conditions: time 8 hour. Yields the product OCCC=1C=2N(C(=NC1C1=CC=CC=C1)N)N=CN2 (8-(2-hydroxyethyl)-7-phenyl 1,2,4-triazolo[2,3-c]pyrimidine-5-amine). As a reaction SMILES: C([O:3][CH2:4][CH2:5][C:6]1[C:7]2[N:8]([N:19]=[CH:20][N:21]=2)[C:9]([NH2:18])=[N:10][C:11]=1[C:12]1[CH:17]=[CH:16][CH:15]=[CH:14][CH:13]=1)C.B(Cl)(Cl)Cl.ClCCl>O>[OH:3][CH2:4][CH2:5][C:6]1[C:7]2[N:8]([N:19]=[CH:20][N:21]=2)[C:9]([NH2:18])=[N:10][C:11]=1[C:12]1[CH:17]=[CH:16][CH:15]=[CH:14][CH:13]=1. Procedure: To a solution of 28 g (0.1 mmole) of 8-(2-ethoxyethyl)-7-phenyl-1,2,4-triazolo[2,3-c]pyrimidine-5-amine (which is prepared by methods described in U.S. Pat. No. 4,405,780, the entire disclosure of which is incorporated herein by reference) was added 200 mL of 1N boron trichloride and dichloromethane. The mixture was then stirred at room temperature overnight, after which 500 mL of water was added. After three hours, the resultant precipitate was collected by filtration. The agueous phase of the ... The reactants are [BH3-]C#N, CC1CN(Cc2cnc(-c3cccnc3N3CCC(=O)CC3)s2)CC(C)N1, CC(=O)O, CO, Nc1ccc(F)cc1, [Na+]. Product: CC1CN(Cc2cnc(-c3cccnc3N3CCC(Nc4ccc(F)cc4)CC3)s2)CC(C)N1. Reaction SMILES: [C:40]([BH3-:41])#[N:42].[CH3:1][CH:2]1[CH2:3][N:4]([CH2:9][c:10]2[cH:11][n:12][c:13](-[c:15]3[c:16]([N:21]4[CH2:22][CH2:23][C:24](=[O:27])[CH2:25][CH2:26]4)[n:17][cH:18][cH:19][cH:20]3)[s:14]2)[CH2:5][CH:6]([CH3:8])[NH:7]1.[CH3:36][C:37](=[O:38])[OH:39].[CH3:44][OH:45].[NH2:28][c:29]1[cH:30][cH:31][c:32]([F:33])[cH:34][cH:35]1.[Na+:43]>>[CH3:1][CH:2]1[CH2:3][N:4]([CH2:9][c:10]2[cH:11][n:12][c:13](-[c:15]3[c:16]([N:21]4[CH2:22][CH2:23][CH:24]([NH:28][c:29]5[cH:30][cH:31][c:32]([F:33])[cH:34][cH:35]5)[CH2:25][CH2:26]4)[n:17][cH:18][cH:19][cH:20]3)[s:14]2)[CH2:5][CH:6]([CH3:8])[NH:7]1. The reactants are C1(=CC=CC=C1)O (Phenol), ClC(C(=O)O[Si](C)(C)C)(Cl)Cl (trimethylsilyl trichloroacetate), C([O-])([O-])=O.[K+].[K+] (potassium carbonate), 18-crown-6 polyether, C(=O)=O (dry ice), C(=O)=O (dry ice). Run in C(Cl)(Cl)Cl (chloroform). Conditions: temperature 150 celsius. The product is C(Cl)(Cl)(Cl)[Si](C)(C)C (CCl3SiMe3), ClC(C(=O)O[Si](C)(C)C)(Cl)Cl (trimethylsilyl trichloroacetate). As a reaction SMILES: C1(O)C=CC=CC=1.[Cl:8][C:9]([Cl:18])([Cl:17])[C:10]([O:12][Si:13]([CH3:16])([CH3:15])[CH3:14])=[O:11].C(=O)([O-])[O-].[K+].[K+].C(=O)=O>C(Cl)(Cl)Cl>[C:9]([Si:13]([CH3:14])([CH3:15])[CH3:16])([Cl:18])([Cl:17])[Cl:8].[Cl:18][C:9]([Cl:8])([Cl:17])[C:10]([O:12][Si:13]([CH3:14])([CH3:15])[CH3:16])=[O:11] |f:2.3.4|. Procedure details: Phenol (1.17 g, 0.0125 mole), trimethylsilyl trichloroacetate (3.53 g, 0.015 mole), potassium carbonate (0.035 g) and 18-crown-6 polyether (0.066 g) were placed in a 25-ml round-bottom flask fitted with a distillation head. A dry ice receiver and dry ice trap were attached. The mixture was heated to 150° C. Gas evolution proceeded rapidly and liquid chloroform and CCl3SiMe3 (formed by the base-induced decomposition of trimethylsilyl trichloroacetate) collected in the dry ice trap. Reactants: CS(=O)(=O)OCCCOC=1C(=CC2=C(C(=CC(O2)=O)C)C1)OC (6-[3-(methanesulfonyloxy)propoxy]-7-methoxy-4-methyl-2H-1-benzopyran-2-one), C(C)(C)O (isopropanol), C(\C=C\C(=O)[O-])(=O)[O-] (Fumarate), C1(=CC=CC=C1)C1CCNCC1 (4-phenylpiperidine). Solvent: C(C)O (ethanol), C(C)O (ethanol). Product: COC1=CC2=C(C(=CC(O2)=O)C)C=C1OCCCN1CCC(CC1)C1=CC=CC=C1 (7-methoxy-4-methyl-6-[3-(4-phenyl-1-piperidinyl)propoxy]-2H-1-benzopyran-2-one). Isolated yield 77.0%. Reaction SMILES: CS(O[CH2:6][CH2:7][CH2:8][O:9][C:10]1[C:11]([O:22][CH3:23])=[CH:12][C:13]2[O:18][C:17](=[O:19])[CH:16]=[C:15]([CH3:20])[C:14]=2[CH:21]=1)(=O)=O.[C:24]1([CH:30]2[CH2:35][CH2:34][NH:33][CH2:32][CH2:31]2)[CH:29]=[CH:28][CH:27]=[CH:26][CH:25]=1.C(O)(C)C.C([O-])(=O)/C=C/C([O-])=O>C(O)C>[CH3:23][O:22][C:11]1[C:10]([O:9][CH2:8][CH2:7][CH2:6][N:33]2[CH2:34][CH2:35][CH:30]([C:24]3[CH:29]=[CH:28][CH:27]=[CH:26][CH:25]=3)[CH2:31][CH2:32]2)=[CH:21][C:14]2[C:15]([CH3:20])=[CH:16][C:17](=[O:19])[O:18][C:13]=2[CH:12]=1. Reported procedure: Method B (26 h at 50° C.); starting materials: 6-[3-(methanesulfonyloxy)propoxy]-7-methoxy-4-methyl-2H-1-benzopyran-2-one (example 74) and 4-phenylpiperidine; yield 77%; fusion point 141°-143° C. (from isopropanol and ethanol). Fumarate: method E; yield 89%; fusion point 221°-223° C. (from ethanol). Procedure details: A reaction between Z-3-iodo-3-hexene, morpholine and E-1, 3-pentadiene gave 9% trienes and 63% of the expected adduct, 4-ethyl-8-morpholino-3,6-nonadiene. ##STR6## Isolated yield 63.0%. Reactants: I\C(\CC)=C/CC (Z-3-iodo-3-hexene), N1CCOCC1 (morpholine), C=C\C=C\C (E-1, 3-pentadiene). Product: expected adduct, C(C)C(=CCC)CC=CC(C)N1CCOCC1 (4-ethyl-8-morpholino-3,6-nonadiene). As a reaction SMILES: I/[C:2](=[CH:5]\[CH2:6][CH3:7])/[CH2:3][CH3:4].[NH:8]1[CH2:13][CH2:12][O:11][CH2:10][CH2:9]1.[CH2:14]=[CH:15]/[CH:16]=[CH:17]/[CH3:18]>>[CH2:3]([C:2]([CH2:14][CH:15]=[CH:16][CH:17]([N:8]1[CH2:13][CH2:12][O:11][CH2:10][CH2:9]1)[CH3:18])=[CH:5][CH2:6][CH3:7])[CH3:4]. Starting materials: COC1=CC=2CC[C@H]3[C@]45[C@H](CC([C@@]4(C)CC[C@@H]3C2C=C1)=O)C5 (3-methoxy-14α,15α-methylene-estra-1,3,5-(10)-triene-17-one), C(C)(=O)OCC (ethyl acetate), CCOCC (ether), [H-].[Al+3].[Li+].[H-].[H-].[H-] (lithium aluminum hydride). Run in O1CCCC1 (tetrahydrofuran). Conditions: time 1.5 hour. Yields the product COC1=CC=2CC[C@H]3[C@]45[C@H](C[C@H]([C@@]4(C)CC[C@@H]3C2C=C1)O)C5 (3-methoxy-14α,15α-methylene-estra-1,3,5(10)-triene-17α-ol), COC1=CC=2CC[C@H]3[C@]45[C@H](C[C@@H]([C@@]4(C)CC[C@@H]3C2C=C1)O)C5 (3-methoxy-14α,15α-methylene-estra-1,3,5(10)-triene-17β-ol). As a reaction SMILES: [CH3:1][O:2][C:3]1[CH:20]=[CH:19][C:18]2[C@@H:17]3[C@H:8]([C@:9]45[CH2:22][C@H:10]4[CH2:11][C:12](=[O:21])[C@:13]5([CH2:15][CH2:16]3)[CH3:14])[CH2:7][CH2:6][C:5]=2[CH:4]=1.[H-].[Al+3].[Li+].[H-].[H-].[H-].C(OCC)(=O)C.CCOCC>O1CCCC1>[CH3:1][O:2][C:3]1[CH:20]=[CH:19][C:18]2[C@@H:17]3[C@H:8]([C@:9]45[CH2:22][C@H:10]4[CH2:11][C@@H:12]([OH:21])[C@:13]5([CH2:15][CH2:16]3)[CH3:14])[CH2:7][CH2:6][C:5]=2[CH:4]=1.[CH3:1][O:2][C:3]1[CH:20]=[CH:19][C:18]2[C@@H:17]3[C@H:8]([C@:9]45[CH2:22][C@H:10]4[CH2:11][C@H:12]([OH:21])[C@:13]5([CH2:15][CH2:16]3)[CH3:14])[CH2:7][CH2:6][C:5]=2[CH:4]=1 |f:1.2.3.4.5.6|. Procedure: 100 mg of 3-methoxy-14α,15α-methylene-estra-1,3,5-(10)-triene-17-one dissolved in 12 ml of absolute tetrahydrofuran are mixed with 100 mg of lithium aluminum hydride at 0° C. and set aside for 1.5 hours at room temperature. After adding ethyl acetate and ether the product is washed with saturated aqueous ammonium chloride solution and water, and the organic layer is separated, followed by drying with sodium sulphate and evaporating under vacuum. After preparative layer chromatography on silica g... Starting materials: [Br-], O=C1CCN(Cc2ccccc2)CC1, C[Mg+], C1CCOC1. The product is CC1(O)CCN(Cc2ccccc2)CC1. RXN SMILES: [Br-:1].[CH2:4]([c:5]1[cH:6][cH:7][cH:8][cH:9][cH:10]1)[N:11]1[CH2:12][CH2:13][C:14](=[O:17])[CH2:15][CH2:16]1.[CH3:2][Mg+:3].[O:18]1[CH2:19][CH2:20][CH2:21][CH2:22]1>>[CH3:2][C:14]1([OH:17])[CH2:13][CH2:12][N:11]([CH2:4][c:5]2[cH:6][cH:7][cH:8][cH:9][cH:10]2)[CH2:16][CH2:15]1. Reactants: CNC1=C(Cl)C(=O)c2c(cnn2C)C1=O, Cl, O=N[O-], [Na+], O. Product: CN(N=O)C1=C(Cl)C(=O)c2c(cnn2C)C1=O. Reaction SMILES: [Cl:1][C:2]1=[C:3]([NH:14][CH3:15])[C:4](=[O:13])[c:5]2[cH:6][n:7][n:8]([CH3:12])[c:9]2[C:10]1=[O:11].[ClH:20].[N:16](=[O:17])[O-:18].[Na+:19].[OH2:21]>>[Cl:1][C:2]1=[C:3]([N:14]([CH3:15])[N:16]=[O:17])[C:4](=[O:13])[c:5]2[cH:6][n:7][n:8]([CH3:12])[c:9]2[C:10]1=[O:11].